From a dataset of the Open Reaction Database (ORD), a public repository of structured organic reaction records. describe an organic reaction: reactants, conditions, products, and yield Starting materials: ClCC(=O)O (Monochloroacetic acid), [OH-].[Na+] (sodium hydroxide), N1CC=CCC1 (1,2,5,6-Tetrahydropyridine). The solvent is O (water), O (water). The product is N1(CC=CCC1)CC(=O)O (1,2,5,6-tetrahydropyridinyl acetic acid). Isolated yield 87.4%. Reaction SMILES: Cl[CH2:2][C:3]([OH:5])=[O:4].[OH-].[Na+].[NH:8]1[CH2:13][CH2:12][CH:11]=[CH:10][CH2:9]1>O>[N:8]1([CH2:2][C:3]([OH:5])=[O:4])[CH2:13][CH2:12][CH:11]=[CH:10][CH2:9]1 |f:1.2|. Procedure details: Monochloroacetic acid (8.5 g.) in water (10 ml.) was neutralised with sodium hydroxide (3.6 g.) in water (10 ml.). 1,2,5,6-Tetrahydropyridine (7.57 g.) was added. An exothermic reaction set in and after 30 minutes the pH of he dark red solution had changed from 9 to 8. After 24 hours the reaction mixture was evaporated, the residue was triturated with absolute ethanol ( 100 ml.) and filtered. The filtrate was evaporated, barium hydroxide (14 g.) in water (40 ml.) was added to the residue and eva... The reactants are CCOC(=O)c1cn(C(COC)COC)c2ccc(I)cc2c1=O, [Li+], C1CCOC1, [OH-], O. As a reaction SMILES: [CH3:1][O:2][CH2:3][CH:4]([CH2:5][O:6][CH3:7])[n:8]1[cH:9][c:10]([C:20](=[O:21])[O:22][CH2:23][CH3:24])[c:11](=[O:19])[c:12]2[cH:13][c:14]([I:18])[cH:15][cH:16][c:17]12.[Li+:25].[O:27]1[CH2:28][CH2:29][CH2:30][CH2:31]1.[OH-:26].[OH2:32]>>[CH3:1][O:2][CH2:3][CH:4]([CH2:5][O:6][CH3:7])[n:8]1[cH:9][c:10]([C:20](=[O:21])[OH:22])[c:11](=[O:19])[c:12]2[cH:13][c:14]([I:18])[cH:15][cH:16][c:17]12. Yields the product COCC(COC)n1cc(C(=O)O)c(=O)c2cc(I)ccc21.